This data is from the Open Reaction Database (ORD), a public repository of structured organic reaction records. The task is: describe an organic reaction: reactants, conditions, products, and yield Reactants: C, COC=C(C(=O)OC)c1ccccc1COc1ccc([N+](=O)[O-])cc1F, CO, CCOC(C)=O, [H][H], [Pd]. Yields the product COC=C(C(=O)OC)c1ccccc1COc1ccc(N)cc1F. RXN SMILES: [C:37].[CH3:1][O:2][C:3]([C:4](=[CH:5][O:6][CH3:7])[c:8]1[c:9]([CH2:14][O:15][c:16]2[c:17]([F:25])[cH:18][c:19]([N+:22]([O-:23])=[O:24])[cH:20][cH:21]2)[cH:10][cH:11][cH:12][cH:13]1)=[O:26].[CH3:29][OH:30].[CH3:31][CH2:32][O:33][C:34](=[O:35])[CH3:36].[H:27][H:28].[Pd:38]>>[CH3:1][O:2][C:3]([C:4](=[CH:5][O:6][CH3:7])[c:8]1[c:9]([CH2:14][O:15][c:16]2[c:17]([F:25])[cH:18][c:19]([NH2:22])[cH:20][cH:21]2)[cH:10][cH:11][cH:12][cH:13]1)=[O:26]. The reactants are BrCc1ccccc1, CSC(=Cc1ccccc1Nc1c(Cl)cccc1Cl)S(C)=O, [H-], [Na+], CN(C)C=O, O. Yields the product CSC(=Cc1ccccc1N(Cc1ccccc1)c1c(Cl)cccc1Cl)S(C)=O. Reaction SMILES: [Br:25][CH2:26][c:27]1[cH:28][cH:29][cH:30][cH:31][cH:32]1.[Cl:1][c:2]1[c:3]([NH:4][c:5]2[c:6]([CH:11]=[C:12]([S:13][CH3:14])[S:15](=[O:16])[CH3:17])[cH:7][cH:8][cH:9][cH:10]2)[c:18]([Cl:22])[cH:19][cH:20][cH:21]1.[H-:23].[Na+:24].[O:34]=[CH:35][N:36]([CH3:37])[CH3:38].[OH2:33]>>[Cl:1][c:2]1[c:3]([N:4]([c:5]2[c:6]([CH:11]=[C:12]([S:13][CH3:14])[S:15](=[O:16])[CH3:17])[cH:7][cH:8][cH:9][cH:10]2)[CH2:26][c:27]2[cH:28][cH:29][cH:30][cH:31][cH:32]2)[c:18]([Cl:22])[cH:19][cH:20][cH:21]1. Reactants: [O-]O.C1(=CC=CC=C1)C(C)C (cumene hydroperoxide). Solvent: CC(=O)C (acetone). Run at temperature 57 celsius. Product: C1(=CC=CC=C1)O.CC(=O)C (Phenol Acetone). Reaction SMILES: [O-:1]O.[C:3]1([CH:9](C)C)[CH:8]=[CH:7][CH:6]=[CH:5][CH:4]=1>CC(C)=O>[C:3]1([OH:1])[CH:8]=[CH:7][CH:6]=[CH:5][CH:4]=1.[CH3:4][C:3]([CH3:9])=[O:1] |f:0.1,3.4|. Procedure: To a 250-ml round bottom flask fitted with a condenser, heater, stirrer and feed control, is charged a mixture of 60.0 g of acetone and 0.1 g of Engelhard Clay-24. The mixture is heated to reflux (57° C.) with stirring, and 40.0 g of "80%" cumene hydroperoxide solution added dropwise such that the pot temperature does not exceed 66° C. The reactants are [OH-].[Na+] (sodium hydroxide), NC(=O)[C@@H]1C[C@@H](NC2=CC(=CC(=C12)Cl)Cl)C(=O)OC (Cis-4-aminocarbonyl-5,7-dichloro-2-methoxycarbonyl-1,2,3,4-tetrahydroquinoline), Cl (hydrochloric acid). Run in O (water), CO (methanol). Conditions: time 14 hour. The product is NC(=O)[C@@H]1C[C@@H](NC2=CC(=CC(=C12)Cl)Cl)C(=O)O (Cis-4-aminocarbonyl-2-carboxy-5,7-dichloro-1,2,3,4-tetrahydroquinoline). Isolated yield 71.6%. Reaction SMILES: [NH2:1][C:2]([C@H:4]1[C:13]2[C:8](=[CH:9][C:10]([Cl:15])=[CH:11][C:12]=2[Cl:14])[NH:7][C@@H:6]([C:16]([O:18]C)=[O:17])[CH2:5]1)=[O:3].[OH-].[Na+].Cl>CO.O>[NH2:1][C:2]([C@H:4]1[C:13]2[C:8](=[CH:9][C:10]([Cl:15])=[CH:11][C:12]=2[Cl:14])[NH:7][C@@H:6]([C:16]([OH:18])=[O:17])[CH2:5]1)=[O:3] |f:1.2|. Reported procedure: Cis-4-aminocarbonyl-5,7-dichloro-2-methoxycarbonyl-1,2,3,4-tetrahydroquinoline (0.12 g) was dissolved in 50% aqueous methanol (20 ml) and 1N sodium hydroxide solution (0.6 ml) was added. The reaction mixture was stirred at room temperature for 14 h then the solvents were evaporated in vacuo to leave a residue which was redissolved in water (20 ml) and acidified to pH 1 with concentrated hydrochloric acid. The aqueous solution was extracted with ethyl acetate (3×40 ml), dried (Na2SO4), filtered a...